Dataset: the Open Reaction Database (ORD), a public repository of structured organic reaction records. Task: describe an organic reaction: reactants, conditions, products, and yield Reactants: CS(=O)(=O)c1ccc2c(c1)CCN2c1cc(OC2CCNCC2)ncn1, CCN(C(C)C)C(C)C, CCCCOC(=O)Cl, ClCCl, O. Yields the product CCCCOC(=O)N1CCC(Oc2cc(N3CCc4cc(S(C)(=O)=O)ccc43)ncn2)CC1. RXN SMILES: [CH3:21][S:22](=[O:23])(=[O:24])[c:25]1[cH:26][c:27]2[c:31]([cH:32][cH:33]1)[N:30]([c:34]1[n:35][cH:36][n:37][c:38]([O:40][CH:41]3[CH2:42][CH2:43][NH:44][CH2:45][CH2:46]3)[cH:39]1)[CH2:29][CH2:28]2.[CH:1]([N:2]([CH:3]([CH3:4])[CH3:5])[CH2:6][CH3:7])([CH3:8])[CH3:9].[Cl:10][C:11](=[O:12])[O:13][CH2:14][CH2:15][CH2:16][CH3:17].[Cl:18][CH2:19][Cl:20].[OH2:47]>>[C:11](=[O:12])([O:13][CH2:14][CH2:15][CH2:16][CH3:17])[N:44]1[CH2:43][CH2:42][CH:41]([O:40][c:38]2[n:37][cH:36][n:35][c:34]([N:30]3[CH2:29][CH2:28][c:27]4[cH:26][c:25]([S:22]([CH3:21])(=[O:23])=[O:24])[cH:33][cH:32][c:31]43)[cH:39]2)[CH2:46][CH2:45]1. Reactants: O (water), [H-].[Na+] (Sodium hydride), ClC1=CC=C(N=N1)NCCCCCOC1=CC=C(C=O)C=C1 (4-{N-(6-Chloro-3-pyridazinyl)-5-aminopentan-1-oxy}benzaldehyde), CI (Methyl iodide). The solvent is C1CCOC1 (THF). Run at time 30 minute. Product: ClC1=CC=C(N=N1)N(CCCCCOC1=CC=C(C=O)C=C1)C (4-{N-(6-Chloro-3-pyridazinyl)-N-methyl-5-aminopentan-1-oxy}benzaldehyde). Yield: 30.0%. Reaction SMILES: [H-].[Na+].[Cl:3][C:4]1[N:9]=[N:8][C:7]([NH:10][CH2:11][CH2:12][CH2:13][CH2:14][CH2:15][O:16][C:17]2[CH:24]=[CH:23][C:20]([CH:21]=[O:22])=[CH:19][CH:18]=2)=[CH:6][CH:5]=1.[CH3:25]I.O>C1COCC1>[Cl:3][C:4]1[N:9]=[N:8][C:7]([N:10]([CH3:25])[CH2:11][CH2:12][CH2:13][CH2:14][CH2:15][O:16][C:17]2[CH:18]=[CH:19][C:20]([CH:21]=[O:22])=[CH:23][CH:24]=2)=[CH:6][CH:5]=1 |f:0.1|. Procedure: Sodium hydride (10 mg, 0.24 mmol) was added to a solution of 4-{N-(6-Chloro-3-pyridazinyl)-5-aminopentan-1-oxy}benzaldehyde (51 mg, 0.16 mmol) in THF (3.5 ml) and the mixture was stirred at room temperature for 30 minutes. Methyl iodide (50 μl, 0.8 mmol) was added to the reaction mixture and the suspension was stirred at room temperature for 48 hours. The reaction mixture was poured into water (1.5 ml) and concentrated under reduced pressure. The residue was partitioned between water (2 ml) and ... As a reaction SMILES: [CH2:2]([CH3:3])[N:4]([CH2:5][CH3:6])[CH2:7][CH2:8][Cl:9].[CH3:10][N:11]1[c:12]2[c:13]([cH:23][s:24][cH:25]2)[C:14](=[O:22])[NH:15][c:16]2[c:17]1[cH:18][cH:19][cH:20][cH:21]2.[CH3:26][N:27]([CH3:28])[CH:29]=[O:30].[ClH:1]>>[CH2:2]([CH3:3])[N:4]([CH2:5][CH3:6])[CH2:7][CH2:8][N:15]1[C:14](=[O:22])[c:13]2[c:12]([cH:25][s:24][cH:23]2)[N:11]([CH3:10])[c:17]2[c:16]1[cH:21][cH:20][cH:19][cH:18]2. Reactants: CCN(CC)CCCl, CN1c2ccccc2NC(=O)c2cscc21, CN(C)C=O, Cl. Yields the product CCN(CC)CCN1C(=O)c2cscc2N(C)c2ccccc21. The reactants are C12(CC3CC(CC(C1)C3)C2)CNC(=O)C2=CC(=NC=C2Cl)CCCN(C(OC(C)(C)C)=O)CCCOC2OCCCC2 (tert-Butyl 3-(4-{[(1-adamantylmethyl)amino]carbonyl}-5-chloropyridin-2-yl)propyl[3-(tetrahydro-2H-pyran-2-yloxy)propyl]carbamate). Solvent: CO (methanol), Cl (hydrochloric acid). Reaction conditions: time 0.5 hour. Yields the product Cl.Cl.C12(CC3CC(CC(C1)C3)C2)CNC(C2=CC(=NC=C2Cl)CCCNCCCO)=O (N-(1-Adamantylmethyl)-5-chloro-2-{3-[(3-hydroxypropyl)amino]propyl}-isonicotinamide dihydrochloride). Isolated yield 176.2%. As a reaction SMILES: [C:1]12([CH2:11][NH:12][C:13]([C:15]3[C:20]([Cl:21])=[CH:19][N:18]=[C:17]([CH2:22][CH2:23][CH2:24][N:25]([CH2:33][CH2:34][CH2:35][O:36]C4CCCCO4)C(=O)OC(C)(C)C)[CH:16]=3)=[O:14])[CH2:10][CH:5]3[CH2:6][CH:7]([CH2:9][CH:3]([CH2:4]3)[CH2:2]1)[CH2:8]2>CO.Cl>[ClH:21].[ClH:21].[C:1]12([CH2:11][NH:12][C:13](=[O:14])[C:15]3[C:20]([Cl:21])=[CH:19][N:18]=[C:17]([CH2:22][CH2:23][CH2:24][NH:25][CH2:33][CH2:34][CH2:35][OH:36])[CH:16]=3)[CH2:8][CH:7]3[CH2:9][CH:3]([CH2:4][CH:5]([CH2:6]3)[CH2:10]1)[CH2:2]2 |f:3.4.5|. Reported procedure: tert-Butyl 3-(4-{[(1-adamantylmethyl)amino]carbonyl}-5-chloropyridin-2-yl)propyl[3-(tetrahydro-2H-pyran-2-yloxy)propyl]carbamate (Example 2(iv)) (0.24 g) was dissolved in a mixture of methanol (10 ml) and 2M aqueous hydrochloric acid solution (10 ml); the solution was left to stand for 0.5 hours. The mixture was concentrated and the residue diluted with 2M aqueous sodium hydroxide solution (25 ml). The mixture was extracted into dichloromethane (3×25 ml) and the combined extracts were concentrat... Starting materials: C1CCC(=O)C2=CC=CC=C2C1 (1-benzosuberone), C[Mg]Br (methyl magnesium bromide). Solvent: CCOCC (ether), CCOCC (ether). Yields the product OC1(CCCCC2=C1C=CC=C2)C (5-Hydroxy-5-methyl-6,7,8,9-tetrahydro-5H-benzocycloheptene). The yield is 93.3%. Reaction SMILES: [CH2:1]1[CH2:12][C:11]2[C:6](=[CH:7][CH:8]=[CH:9][CH:10]=2)[C:4](=[O:5])[CH2:3][CH2:2]1.[CH3:13][Mg]Br>CCOCC>[OH:5][C:4]1([CH3:13])[C:6]2[CH:7]=[CH:8][CH:9]=[CH:10][C:11]=2[CH2:12][CH2:1][CH2:2][CH2:3]1. Reported procedure: Following the procedure of Example 1, step 1, 26.02 g (0.162 mol) of 1-benzosuberone in 250 ml of anhydrous ether was reacted with 68.0 ml (0.204 mol) of 3.0M methyl magnesium bromide in ether to afford 26.65 g (93%) of the title product as a yellow oil. NMR δ(CDCl3) 1.59 (3H, s), 1.77-1.97 (6H, m), 2.83-2.96 (2H, m), 7.06-7.24 (3H, m), 7.67 (1H, d of d, J=7.6 and 1.5 Hz). Reactants: O([Si](C)(C)C(C)(C)C)CCC1OC2=C(NC1=O)C=C(C=C2)C(=O)OC (2-(2-tert-butyldimethylsiloxyethyl)-6-carbomethoxy-3,4-dihydro-3-oxo-2H-1,4-benzoxazine), [K+].[Br-] (KBr), H18ClNO5, ClC=1C=C(CBr)C=CC1 (3-chlorobenzyl bromide), CCCCCC (hexane). Solvent: O (H2O). Product: C(=O)(OC)C=1C=CC2=C(N(C(C(O2)CCO)=O)CC2=CC(=CC=C2)Cl)C1 (6-Carbomethoxy-4-(3-chlorobenzyl)-3,4-dihydro-2-(2-hydroxyethyl)-3-oxo-2H-1,4-benzoxazine). Reaction SMILES: [O:1]([CH2:9][CH2:10][CH:11]1[C:16](=[O:17])[NH:15][C:14]2[CH:18]=[C:19]([C:22]([O:24][CH3:25])=[O:23])[CH:20]=[CH:21][C:13]=2[O:12]1)[Si](C(C)(C)C)(C)C.[Cl:26][C:27]1[CH:28]=[C:29]([CH:32]=[CH:33][CH:34]=1)[CH2:30]Br.CCCCCC.[K+].[Br-]>O>[C:22]([C:19]1[CH:20]=[CH:21][C:13]2[O:12][CH:11]([CH2:10][CH2:9][OH:1])[C:16](=[O:17])[N:15]([CH2:30][C:29]3[CH:32]=[CH:33][CH:34]=[C:27]([Cl:26])[CH:28]=3)[C:14]=2[CH:18]=1)([O:24][CH3:25])=[O:23] |f:3.4|. Reported procedure: Prepared from 2-(2-tert-butyldimethylsiloxyethyl)-6-carbomethoxy-3,4-dihydro-3-oxo-2H-1,4-benzoxazine by Methods F and G, alkylating with 3-chlorobenzyl bromide, in 70% overall yield as a white solid, after trituration with hexane, IR (KBr) 3468, 2952, 1688, 1452, 1285, 1260, 765 cm-1 ; 1H NMR (CDCl3) δ 1.61 (br s, 1H plus HDO), 2.17-2.39 (m, 2H), 3.86 (s, 3H), 3.93 (t, J=5.7 Hz, 2H), 4.94 (dd, J=7.6, 5.5 Hz, 1H), 5.16 (s, 2H), 7.04 (d, J=8.4, 1H), 7.15-7.33 (m, 4H), 7.59 (d, J=1.8 Hz, 1H), 7.71... Starting materials: C1(=CC=CC=C1)C1(CCNCCO1)C1=CC=CC=C1 (7,7-diphenyl-hexahydro-1,4-oxazepine), C1CO1 (ethylene oxide), O (water). The solvent is CO (methanol). Run at time 2 hour. The product is OCCN1CCOC(CC1)(C1=CC=CC=C1)C1=CC=CC=C1 (4-(2-hydroxyethyl)-7,7-diphenyl-hexahydro-1,4-oxazepine). As a reaction SMILES: [C:1]1([C:7]2([C:14]3[CH:19]=[CH:18][CH:17]=[CH:16][CH:15]=3)[O:13][CH2:12][CH2:11][NH:10][CH2:9][CH2:8]2)[CH:6]=[CH:5][CH:4]=[CH:3][CH:2]=1.[CH2:20]1[O:22][CH2:21]1.O>CO>[OH:22][CH2:21][CH2:20][N:10]1[CH2:9][CH2:8][C:7]([C:1]2[CH:2]=[CH:3][CH:4]=[CH:5][CH:6]=2)([C:14]2[CH:15]=[CH:16][CH:17]=[CH:18][CH:19]=2)[O:13][CH2:12][CH2:11]1. Procedure: The mixture of 6.5 g of 7,7-diphenyl-hexahydro-1,4-oxazepine, 1.2 g of ethylene oxide, 0.5 ml of water and 20 ml of methanol is stirred at 40°-45° for 4 hours and at 50° for 21/2 hours. It is cooled, the precipitate formed, filtered off and recrystallized from benzene-hexane, to yield the 4-(2-hydroxyethyl)-7,7-diphenyl-hexahydro-1,4-oxazepine melting at 122°-123° (its hydrochloride melts at 190°-192°). Reactants: C(C)OC(C(C)(C)C=1C=C2C(=C(NC2=CC1)C1=CC(=CC(=C1)C)C)[C@@H](CN)C)=O ((S)-2-[3-(2-amino-1-methylethyl)-2-(3,5-dimethylphenyl)-1H-indol-5-yl]-2-methylpropionic acid ethyl ester), C([O-])([O-])=O.[K+].[K+] (potassium carbonate), [Cl-].C(C)[N+]1(CCC(CC1)=O)C (1-ethyl-1-methyl-piperidinium-4-one chloride). Solvent: C(C)(=O)OCC (ethyl acetate). Run at time 1 hour. Yields the product C(C)OC(C(C)(C)C=1C=C2C(=C(NC2=CC1)C1=CC(=CC(=C1)C)C)[C@@H](CN1CCC(CC1)=O)C)=O ((S)-2-{2-(3,5-dimethylphenyl)-3-[1-methyl-2-(4-oxo-piperidin-1-yl)-ethyl]-1H-indol-5-yl}-2-methylpropionic acid ethyl ester). The yield is 58.9%. As a reaction SMILES: [CH2:1]([O:3][C:4](=[O:29])[C:5]([C:8]1[CH:9]=[C:10]2[C:14](=[CH:15][CH:16]=1)[NH:13][C:12]([C:17]1[CH:22]=[C:21]([CH3:23])[CH:20]=[C:19]([CH3:24])[CH:18]=1)=[C:11]2[C@H:25]([CH3:28])[CH2:26][NH2:27])([CH3:7])[CH3:6])[CH3:2].C(=O)([O-])[O-].[K+].[K+].[Cl-].C([N+]1(C)[CH2:44][CH2:43][C:42](=[O:45])[CH2:41][CH2:40]1)C>C(OCC)(=O)C>[CH2:1]([O:3][C:4](=[O:29])[C:5]([C:8]1[CH:9]=[C:10]2[C:14](=[CH:15][CH:16]=1)[NH:13][C:12]([C:17]1[CH:18]=[C:19]([CH3:24])[CH:20]=[C:21]([CH3:23])[CH:22]=1)=[C:11]2[C@H:25]([CH3:28])[CH2:26][N:27]1[CH2:44][CH2:43][C:42](=[O:45])[CH2:41][CH2:40]1)([CH3:7])[CH3:6])[CH3:2] |f:1.2.3,4.5|. Reported procedure: To a solution of (S)-2-[3-(2-amino-1-methylethyl)-2-(3,5-dimethylphenyl)-1H-indol-5-yl]-2-methylpropionic acid ethyl ester (EXAMPLE 1, Step 1B, 0.50 g in 2 mL ethanol) was added 18 mg potassium carbonate followed by the dropwise addition of a solution of 1-ethyl-1-methyl-piperidinium-4-one chloride (513 mg in 0.80 mL water) and the mixture heated to reflux on an oil bath. After 1 hour, the mixture was cooled to room temperature, diluted with ethyl acetate and washed successively with 10% aqueous... Starting materials: ClC=1C=C(C=C(C1)C(F)(F)F)OC1=CC=C(C=C1)CCO (2-(4-{[3-chloro-5-(trifluoromethyl)phenyl]oxy}phenyl)ethanol), N#CN (cyanamide), OS(=O)(=O)C(F)(F)F (triflic acid). Run in C1CCOC1 (THF). Conditions: temperature 55 celsius. Product: C(N)(OCCC1=CC=C(C=C1)OC1=CC(=CC(=C1)C(F)(F)F)Cl)=N (2-(4-{[3-chloro-5-(trifluoromethyl)phenyl]oxy}phenyl)ethyl imidocarbamate). The yield is 70.4%. As a reaction SMILES: [Cl:1][C:2]1[CH:3]=[C:4]([O:12][C:13]2[CH:18]=[CH:17][C:16]([CH2:19][CH2:20][OH:21])=[CH:15][CH:14]=2)[CH:5]=[C:6]([C:8]([F:11])([F:10])[F:9])[CH:7]=1.[N:22]#[C:23][NH2:24].OS(C(F)(F)F)(=O)=O>C1COCC1>[C:23](=[NH:22])([O:21][CH2:20][CH2:19][C:16]1[CH:17]=[CH:18][C:13]([O:12][C:4]2[CH:5]=[C:6]([C:8]([F:11])([F:10])[F:9])[CH:7]=[C:2]([Cl:1])[CH:3]=2)=[CH:14][CH:15]=1)[NH2:24]. Procedure details: To a solution of 2-(4-{[3-chloro-5-(trifluoromethyl)phenyl]oxy}phenyl)ethanol (2 g, 6.32 mmol) and cyanamide (0.4 g, 9.51 mmol) in dry THF (20 mL) under nitrogen was added triflic acid (0.8 mL, 9.01 mmol). The mixture was heated at 55° C. for 4 h. Purification via reverse phase flash chromatography afforded the title compound (2.1 g, 4.45 mmol, 70.5% yield) as a brown oil. LCMS: rt=2.95 min, [M+H+]=359